From a dataset of the Open Reaction Database (ORD), a public repository of structured organic reaction records. describe an organic reaction: reactants, conditions, products, and yield Starting materials: CC(C)(C)OC(=O)N1CCc2ccc(Cl)c(SCc3ccc(C(=O)O)c(F)c3)c2CC1, ClCCCl, CC(C)(C)N, CCOC(C)=O, CN(C)C=O, On1nnc2ccccc21. The product is CC(C)(C)NC(=O)c1ccc(CSc2c(Cl)ccc3c2CCN(C(=O)OC(C)(C)C)CC3)cc1F. As a reaction SMILES: [C:1]([CH3:2])([CH3:3])([CH3:4])[O:5][C:6](=[O:7])[N:8]1[CH2:9][CH2:10][c:11]2[c:12]([c:15]([S:20][CH2:21][c:22]3[cH:23][c:24]([F:31])[c:25]([C:28](=[O:29])[OH:30])[cH:26][cH:27]3)[c:16]([Cl:19])[cH:17][cH:18]2)[CH2:13][CH2:14]1.[CH2:37]([Cl:38])[CH2:39][Cl:40].[CH3:32][C:33]([CH3:34])([CH3:35])[NH2:36].[CH3:56][CH2:57][O:58][C:59]([CH3:60])=[O:61].[O:51]=[CH:52][N:53]([CH3:54])[CH3:55].[OH:41][n:42]1[c:43]2[c:44]([cH:45][cH:46][cH:47][cH:48]2)[n:49][n:50]1>>[C:1]([CH3:2])([CH3:3])([CH3:4])[O:5][C:6](=[O:7])[N:8]1[CH2:9][CH2:10][c:11]2[c:12]([c:15]([S:20][CH2:21][c:22]3[cH:23][c:24]([F:31])[c:25]([C:28](=[O:29])[NH:36][C:33]([CH3:32])([CH3:34])[CH3:35])[cH:26][cH:27]3)[c:16]([Cl:19])[cH:17][cH:18]2)[CH2:13][CH2:14]1. The reactants are CCOC(C)=O, C=Cc1cc(Cl)cc(Oc2c(Cl)ccc(CNC(=O)c3c(Cl)ncn3COCC[Si](C)(C)C)c2F)c1, [O-][I+3]([O-])([O-])[O-], [Na+], C1COCCO1, O. Yields the product C[Si](C)(C)CCOCn1cnc(Cl)c1C(=O)NCc1ccc(Cl)c(Oc2cc(Cl)cc(C=O)c2)c1F. RXN SMILES: [CH3:50][CH2:51][O:52][C:53]([CH3:54])=[O:55].[Cl:1][c:2]1[n:3][cH:4][n:5]([CH2:29][O:30][CH2:31][CH2:32][Si:33]([CH3:34])([CH3:35])[CH3:36])[c:6]1[C:7](=[O:8])[NH:9][CH2:10][c:11]1[c:12]([F:28])[c:13]([O:18][c:19]2[cH:20][c:21]([Cl:27])[cH:22][c:23]([CH:25]=[CH2:26])[cH:24]2)[c:14]([Cl:17])[cH:15][cH:16]1.[I+3:37]([O-:38])([O-:39])([O-:40])[O-:41].[Na+:42].[O:43]1[CH2:44][CH2:45][O:46][CH2:47][CH2:48]1.[OH2:49]>>[Cl:1][c:2]1[n:3][cH:4][n:5]([CH2:29][O:30][CH2:31][CH2:32][Si:33]([CH3:34])([CH3:35])[CH3:36])[c:6]1[C:7](=[O:8])[NH:9][CH2:10][c:11]1[c:12]([F:28])[c:13]([O:18][c:19]2[cH:20][c:21]([Cl:27])[cH:22][c:23]([CH:25]=[O:38])[cH:24]2)[c:14]([Cl:17])[cH:15][cH:16]1. As a reaction SMILES: [CH3:21][C:22](=[O:23])[CH3:24].[Cl:1][c:2]1[n:3][c:4]([Cl:5])[n:6][c:7]([Cl:8])[n:9]1.[ClH:20].[NH2:10][c:11]1[cH:12][cH:13][cH:14][c:15]([F:16])[cH:17]1.[Na+:19].[OH-:18]>>[c:2]1([NH:10][c:11]2[cH:12][cH:13][cH:14][c:15]([F:16])[cH:17]2)[n:3][c:4]([Cl:5])[n:6][c:7]([Cl:8])[n:9]1. Starting materials: CC(C)=O, Clc1nc(Cl)nc(Cl)n1, Cl, Nc1cccc(F)c1, [Na+], [OH-]. The product is Fc1cccc(Nc2nc(Cl)nc(Cl)n2)c1. Yields the product N#Cc1c(O)c2c(-c3cccc(C#CCCCCC(=O)O)c3)csc2[nH]c1=O. The reactants are N#Cc1c(O)c2c(-c3cccc(Br)c3)csc2[nH]c1=O, C#CCCCCC(=O)O, CCNCC, [Cu]I, CN(C)C=O, c1ccc(P(c2ccccc2)c2ccccc2)cc1. Reaction SMILES: [Br:1][c:2]1[cH:3][c:4](-[c:8]2[cH:9][s:10][c:11]3[nH:12][c:13](=[O:20])[c:14]([C:18]#[N:19])[c:15]([OH:17])[c:16]23)[cH:5][cH:6][cH:7]1.[C:45]([CH2:46][CH2:47][CH2:48][CH2:49][C:50]#[CH:51])(=[O:52])[OH:53].[CH2:21]([NH:22][CH2:23][CH3:24])[CH3:25].[Cu:59][I:60].[O:54]=[CH:55][N:56]([CH3:57])[CH3:58].[c:26]1([P:27]([c:28]2[cH:29][cH:30][cH:31][cH:32][cH:33]2)[c:34]2[cH:35][cH:36][cH:37][cH:38][cH:39]2)[cH:40][cH:41][cH:42][cH:43][cH:44]1>>[c:2]1([C:51]#[C:50][CH2:49][CH2:48][CH2:47][CH2:46][C:45](=[O:52])[OH:53])[cH:3][c:4](-[c:8]2[cH:9][s:10][c:11]3[nH:12][c:13](=[O:20])[c:14]([C:18]#[N:19])[c:15]([OH:17])[c:16]23)[cH:5][cH:6][cH:7]1. The reactants are C(=O)(O)CN1C(NC(C2=CC=C(C=C12)Cl)=O)=O (1-carboxymethyl-7-chloro-2,4 (1H, 3H)-quinazolinedione), C(C)O (ethanol), S(=O)(Cl)Cl (thionyl chloride). The reagents and catalysts are S(O)(O)(=O)=O (sulfuric acid). Yields the product ClC1=CC=C2C(NC(N(C2=C1)CC(=O)OCC)=O)=O (7-chloro-1-ethoxycarbonylmethyl-2,4 (1H, 3H)-quinazolinedione). Yield: 75.8%. Reaction SMILES: [C:1]([CH2:4][N:5]1[C:14]2[C:9](=[CH:10][CH:11]=[C:12]([Cl:15])[CH:13]=2)[C:8](=[O:16])[NH:7][C:6]1=[O:17])([OH:3])=[O:2].S(Cl)(Cl)=O.[CH2:22](O)[CH3:23]>S(=O)(=O)(O)O>[Cl:15][C:12]1[CH:13]=[C:14]2[C:9]([C:8](=[O:16])[NH:7][C:6](=[O:17])[N:5]2[CH2:4][C:1]([O:3][CH2:22][CH3:23])=[O:2])=[CH:10][CH:11]=1. Reported procedure: To a suspension of 1-carboxymethyl-7-chloro-2,4(1H, 3H)-quinazolinedione (I) (0.5 g) in ethanol (10 ml) was added thionyl chloride (0.35 g) at 0° C. After one drop of concentrated sulfuric acid was added to the solution, the solution was refluxed for 7 hours, and cooled. The resulting crystal was collected by filtration, washed with ethanol and dried under vacuum to give 0.42 g of the desired compound (yield, 75.8%).